This data is from the Open Reaction Database (ORD), a public repository of structured organic reaction records. The task is: describe an organic reaction: reactants, conditions, products, and yield Reactants: peptide, C(C)(=O)O.C(C(F)(F)F)O.ClCCl (acetic acid trifluoroethanol dichloromethane), CN1CCOCC1 (NMM), amino acid, CN(C)C(=[N+](C)C)ON1C2=C(C=CC=C2)N=N1.[B-](F)(F)(F)F (TBTU), amino acid Boc-Ada(Boc2)-OH, amino acids, N[C@@H]([C@H](O)C)C(=O)O (Thr), CN(C)C(=[N+](C)C)ON1C2=C(C=CC=C2)N=N1.[B-](F)(F)(F)F (TBTU), II, peptide, Fmoc, amino acids Ala, CN1CCOCC1 (NMM), Boc-Ada(Boc2)-OH, N[C@@H]([C@H](O)C)C(=O)O (Thr), Fmoc-L-Trp-trityl polystyrene, Fmoc-Ada(Boc2)-OH. The solvent is CN(C)C=O (DMF), N1CCCCC1.CN(C=O)C (piperidine dimethylformamide), CN(C)C=O (DMF). Conditions: time 3 hour. Yields the product C1[C@@H](N[C@H]1C(=O)O)C(=O)O (T-Ada). Reaction SMILES: CN(C(ON1N=NC2C=CC=CC1=2)=[N+](C)C)C.[B-](F)(F)(F)F.CN1CCOCC1.[NH2:30][C@H:31]([C:35]([OH:37])=[O:36])[C@@H:32]([CH3:34])O.[C:38]([OH:41])(=[O:40])C.C(O)C(F)(F)F.ClCCl>CN(C=O)C.N1CCCCC1.CN(C)C=O>[CH2:32]1[C@H:34]([C:38]([OH:41])=[O:40])[NH:30][C@H:31]1[C:35]([OH:37])=[O:36] |f:0.1,4.5.6,8.9|. Procedure details: The title compound was synthesized by solid-phase methodology on a SyRo II multiple peptide synthesizer (MultiSynTech, Bochum) on a 0.03 mmol scale using Fmoc-L-Trp-trityl-polystyrene(1%)divinylbenzene resin (Fmoc-L-Trp-TCP; loading: 0.57 mmol/g; PepChem, Tübingen) as starting material. The α-amino groups of the proteinogenic amino acids Ala and Ser were protected by 9-fluorenylmethoxycarbonyl (Fmoc), the side chain hydroxy group of Ser by tert.-butyl. The non-proteinogenic amino acid Ada was us...